Dataset: the Open Reaction Database (ORD), a public repository of structured organic reaction records. Task: describe an organic reaction: reactants, conditions, products, and yield Reactants: CC(C)(C)OC(=O)NC1CCC(Oc2cccc3cncc(Br)c23)CC1, Cc1cc(C(C)(C)C)c(O)c(C(C)(C)C)c1, CCCCC([Sn])=C(CCCC)CCCC, Cc1ccccc1, c1ccc(P(c2ccccc2)(c2ccccc2)[Pd](P(c2ccccc2)(c2ccccc2)c2ccccc2)(P(c2ccccc2)(c2ccccc2)c2ccccc2)P(c2ccccc2)(c2ccccc2)c2ccccc2)cc1. Yields the product C=Cc1cncc2cccc(OC3CCC(NC(=O)OC(C)(C)C)CC3)c12. RXN SMILES: [C:1]([CH3:2])([CH3:3])([CH3:4])[O:5][C:6](=[O:7])[NH:8][CH:9]1[CH2:10][CH2:11][CH:12]([O:15][c:16]2[c:17]3[c:18]([Br:26])[cH:19][n:20][cH:21][c:22]3[cH:23][cH:24][cH:25]2)[CH2:13][CH2:14]1.[C:42]([c:43]1[c:44]([OH:45])[c:46]([C:47]([CH3:48])([CH3:49])[CH3:50])[cH:51][c:52]([CH3:53])[cH:54]1)([CH3:55])([CH3:56])[CH3:57].[CH2:27]([CH2:28][CH2:40][CH3:41])[C:29]([Sn:30])=[C:31]([CH2:32][CH2:33][CH2:34][CH3:35])[CH2:36][CH2:37][CH2:38][CH3:39].[CH3:58][c:59]1[cH:60][cH:61][cH:62][cH:63][cH:64]1.[cH:65]1[cH:66][cH:67][c:68]([P:69]([Pd:70]([P:71]([c:72]2[cH:73][cH:74][cH:75][cH:76][cH:77]2)([c:78]2[cH:79][cH:80][cH:81][cH:82][cH:83]2)[c:84]2[cH:85][cH:86][cH:87][cH:88][cH:89]2)([P:90]([c:91]2[cH:92][cH:93][cH:94][cH:95][cH:96]2)([c:97]2[cH:98][cH:99][cH:100][cH:101][cH:102]2)[c:103]2[cH:104][cH:105][cH:106][cH:107][cH:108]2)[P:109]([c:110]2[cH:111][cH:112][cH:113][cH:114][cH:115]2)([c:116]2[cH:117][cH:118][cH:119][cH:120][cH:121]2)[c:122]2[cH:123][cH:124][cH:125][cH:126][cH:127]2)([c:128]2[cH:129][cH:130][cH:131][cH:132][cH:133]2)[c:134]2[cH:135][cH:136][cH:137][cH:138][cH:139]2)[cH:140][cH:141]1>>[C:1]([CH3:2])([CH3:3])([CH3:4])[O:5][C:6](=[O:7])[NH:8][CH:9]1[CH2:10][CH2:11][CH:12]([O:15][c:16]2[c:17]3[c:18]([CH:27]=[CH2:28])[cH:19][n:20][cH:21][c:22]3[cH:23][cH:24][cH:25]2)[CH2:13][CH2:14]1. Reactants: COC(=O)C1CCOc2cc(Oc3ccc(C(=O)O)cc3)c(C#N)cc21, CCN=C=NCCCN(C)C, CN(C)C=O, Cl, CC(C)(C)OC(=O)N1CCc2ccc(N)cc2C1, O. Product: COC(=O)C1CCOc2cc(Oc3ccc(C(=O)Nc4ccc5c(c4)CN(C(=O)OC(C)(C)C)CC5)cc3)c(C#N)cc21. As a reaction SMILES: [C:1](#[N:2])[c:3]1[cH:4][c:5]2[c:10]([cH:11][c:12]1[O:13][c:14]1[cH:15][cH:16][c:17]([C:18](=[O:19])[OH:20])[cH:21][cH:22]1)[O:9][CH2:8][CH2:7][CH:6]2[C:23](=[O:24])[O:25][CH3:26].[CH2:28]([N:29]=[C:30]=[N:31][CH2:32][CH2:33][CH2:34][N:35]([CH3:36])[CH3:37])[CH3:38].[CH3:57][N:58]([CH3:59])[CH:60]=[O:61].[ClH:27].[NH2:39][c:40]1[cH:41][cH:42][c:43]2[c:48]([cH:49]1)[CH2:47][N:46]([C:50](=[O:51])[O:52][C:53]([CH3:54])([CH3:55])[CH3:56])[CH2:45][CH2:44]2.[OH2:62]>>[C:1](#[N:2])[c:3]1[cH:4][c:5]2[c:10]([cH:11][c:12]1[O:13][c:14]1[cH:15][cH:16][c:17]([C:18](=[O:20])[NH:39][c:40]3[cH:41][cH:42][c:43]4[c:48]([cH:49]3)[CH2:47][N:46]([C:50](=[O:51])[O:52][C:53]([CH3:54])([CH3:55])[CH3:56])[CH2:45][CH2:44]4)[cH:21][cH:22]1)[O:9][CH2:8][CH2:7][CH:6]2[C:23](=[O:24])[O:25][CH3:26].